Task: describe an organic reaction: reactants, conditions, products, and yield. Dataset: the Open Reaction Database (ORD), a public repository of structured organic reaction records Reactants: [BH4-], CC(C)O, ClCCl, O=Cc1cccc(C(F)(F)F)c1Cl, [Na+], [Na+], O, O=S(=O)([O-])O. Product: OCc1cccc(C(F)(F)F)c1Cl. As a reaction SMILES: [BH4-:1].[CH3:25][CH:26]([OH:27])[CH3:28].[Cl:22][CH2:23][Cl:24].[Cl:3][c:4]1[c:5]([CH:6]=[O:7])[cH:8][cH:9][cH:10][c:11]1[C:12]([F:13])([F:14])[F:15].[Na+:21].[Na+:2].[OH2:29].[S:16]([O-:17])([OH:18])(=[O:19])=[O:20]>>[Cl:3][c:4]1[c:5]([CH2:6][OH:7])[cH:8][cH:9][cH:10][c:11]1[C:12]([F:13])([F:14])[F:15].